Dataset: the Open Reaction Database (ORD), a public repository of structured organic reaction records. Task: describe an organic reaction: reactants, conditions, products, and yield Reactants: N1=CC(=CC=C1)C1=CC=2N(C(=C1)C1=NC=CC=N1)N=C(N2)N (7-pyridin-3-yl-5-pyrimidin-2-yl-[1,2,4]triazolo[1,5-a]pyridin-2-ylamine), C(C)N (EtNH2), solution, S(=O)(=O)(C1=CC=C(C)C=C1)N=C=O (TosNCO). The solvent is CN(C)C=O (DMF), C1CCOC1 (THF). Reaction conditions: time 1 hour. Yields the product C(C)NC(=O)NC1=NN2C(C=C(C=C2C2=NC=CC=N2)C=2C=NC=CC2)=N1 (1-Ethyl-3-(7-pyridin-3-yl-5-pyrimidin-2-yl-[1,2,4]triazolo[1,5-a]pyridin-2-yl)-urea). RXN SMILES: [N:1]1[CH:6]=[CH:5][CH:4]=[C:3]([C:7]2[CH:12]=[C:11]([C:13]3[N:18]=[CH:17][CH:16]=[CH:15][N:14]=3)[N:10]3[N:19]=[C:20]([NH2:22])[N:21]=[C:9]3[CH:8]=2)[CH:2]=1.S([N:33]=[C:34]=[O:35])(C1C=CC(C)=CC=1)(=O)=O.[CH2:36](N)[CH3:37]>CN(C=O)C.C1COCC1>[CH2:36]([NH:33][C:34]([NH:22][C:20]1[N:21]=[C:9]2[CH:8]=[C:7]([C:3]3[CH:2]=[N:1][CH:6]=[CH:5][CH:4]=3)[CH:12]=[C:11]([C:13]3[N:18]=[CH:17][CH:16]=[CH:15][N:14]=3)[N:10]2[N:19]=1)=[O:35])[CH3:37]. Procedure details: A warmed suspension of the product of Step 1 (330 mg, 1.14 mmol) in DMF (10 mL) was treated with TosNCO (0.43 mL, 2.9 mmol). The mixture was stirred at room temperature for 1 h. EtNH2 (14 mL of a 2 M solution in THF) was added all at once and the suspension was heated in the microwave at 100° C. for 12 min. On cooling to 0° C. for 1 h, the precipitated solid 1-ethyl-3-(7-pyridin-3-yl-5-pyrimidin-2-yl-[1,2,4]triazolo[1,5-a]pyridin-2-yl)-urea was collected by filtration, washed with MeOH and dried... Starting materials: OC1=C(C(=O)O)C(=CC=C1Cl)Cl (2-Hydroxy-3,6-dichlorobenzoic acid), [OH-].[K+] (potassium hydroxide), [OH-].[K+] (potassium hydroxide), Congo red, S(=O)(=O)(OC)OC (dimethyl sulfate), Cl (hydrochloric acid). The solvent is O (water), O (water). Reaction conditions: temperature 100 celsius. Product: COC1=C(C(=O)O)C(=CC=C1Cl)Cl (2-Methoxy-3,6-dichlorobenzoic Acid). Reaction SMILES: [OH:1][C:2]1[C:10]([Cl:11])=[CH:9][CH:8]=[C:7]([Cl:12])[C:3]=1[C:4]([OH:6])=[O:5].[OH-].[K+].S(OC)(O[CH3:19])(=O)=O.Cl>O>[CH3:19][O:1][C:2]1[C:10]([Cl:11])=[CH:9][CH:8]=[C:7]([Cl:12])[C:3]=1[C:4]([OH:6])=[O:5] |f:1.2|. Procedure: 2-Hydroxy-3,6-dichlorobenzoic acid (44.4 g) is dissolved in a solution of potassium hydroxide (11.2 g, 0.2 mole) and water (100 ml). The solution is heated to reflux (about 100° C.) and stirred vigorously while dimethyl sulfate (63.1 g, 0.5 mole) is added dropwise. The reaction mixture is then treated with a solution of potassium hydroxide (14.0 g, 0.25 mole) in 25.0 ml of water and refluxed for an additional 2 hours. The reaction mixture is then cooled and acidified to Congo red with hydrochlor... Reactants: NC=1C=C2C=NN(C2=CC1)C1=CC=C(C=C1)N (5-amino-1-(4-aminophenyl)indazole), OCCOC1=CC=C(C(=O)O)C=C1 (4-(2-hydroxyethoxy)benzoic acid). Yields the product OCCOC1=CC=C(C(=O)NC2=CC=C(C=C2)N2N=CC3=CC(=CC=C23)NC(C2=CC=C(C=C2)OCCO)=O)C=C1 (4-(2-Hydroxyethoxy)-N-(4-(5-(4-(2-hydroxyethoxy)benzamido)-1H-indazol-1-yl)phenyl)benzamide). Reaction SMILES: [NH2:1][C:2]1[CH:3]=[C:4]2[C:8](=[CH:9][CH:10]=1)[N:7]([C:11]1[CH:16]=[CH:15][C:14]([NH2:17])=[CH:13][CH:12]=1)[N:6]=[CH:5]2.[OH:18][CH2:19][CH2:20][O:21][C:22]1[CH:30]=[CH:29][C:25]([C:26](O)=[O:27])=[CH:24][CH:23]=1>>[OH:18][CH2:19][CH2:20][O:21][C:22]1[CH:30]=[CH:29][C:25]([C:26]([NH:17][C:14]2[CH:15]=[CH:16][C:11]([N:7]3[C:8]4[C:4](=[CH:3][C:2]([NH:1][C:26](=[O:27])[C:25]5[CH:29]=[CH:30][C:22]([O:21][CH2:20][CH2:19][OH:18])=[CH:23][CH:24]=5)=[CH:10][CH:9]=4)[CH:5]=[N:6]3)=[CH:12][CH:13]=2)=[O:27])=[CH:24][CH:23]=1. Reported procedure: Compound 995 was prepared according to the procedure described in Scheme IV from 5-amino-1-(4-aminophenyl)indazole and 4-(2-hydroxyethoxy)benzoic acid. [M+H]+ calcd for C31H29N4O6: 553.21; found: 553.10. The reactants are C(C)OC(=O)[C@H]1C[C@H]2C[C@@H]([C@H]3[C@@H]4CC[C@H]([C@@H](CC(C(=O)OC)C)C)[C@]4([C@H](C[C@@H]3[C@]2(CC1)C)O)C)C(=O)OCC (3α,7β-diethoxycarbonyl-12α-hydroxy-23-methyl-5β-cholan-24-oic acid, methyl ester), [OH-].[Na+] (NaOH), Cl (HCl), O (water). Run in O.C(C)O (water ethanol). The product is O[C@H]1C[C@H]2C[C@@H]([C@H]3[C@@H]4CC[C@H]([C@@H](CC(C(=O)O)C)C)[C@]4([C@H](C[C@@H]3[C@]2(CC1)C)O)C)O (3α,7β,12α-Trihydroxy-23-methyl-5β-cholan-24-oic acid). Reaction SMILES: C(OC([C@@H:6]1[CH2:31][CH2:30][C@@:29]2([CH3:32])[C@H:8]([CH2:9][C@H:10](C(OCC)=O)[C@@H:11]3[C@@H:28]2[CH2:27][C@H:26]([OH:33])[C@@:25]2([CH3:34])[C@H:12]3[CH2:13][CH2:14][C@@H:15]2[C@H:16]([CH3:24])[CH2:17][CH:18]([CH3:23])[C:19]([O:21]C)=[O:20])[CH2:7]1)=O)C.[OH-:40].[Na+].[OH2:42].Cl>O.C(O)C>[OH:40][C@@H:6]1[CH2:31][CH2:30][C@@:29]2([CH3:32])[C@H:8]([CH2:9][C@H:10]([OH:42])[C@@H:11]3[C@@H:28]2[CH2:27][C@H:26]([OH:33])[C@@:25]2([CH3:34])[C@H:12]3[CH2:13][CH2:14][C@@H:15]2[C@H:16]([CH3:24])[CH2:17][CH:18]([CH3:23])[C:19]([OH:21])=[O:20])[CH2:7]1 |f:1.2,5.6|. Procedure: The solution of 3α,7β-diethoxycarbonyl-12α-hydroxy-23-methyl-5β-cholan-24-oic acid, methyl ester (0.6 g; 0.0011 mol) in 20 ml of a water/ethanol mixture (40/60) and 3 g of NaOH was refluxed for 12 hours, then treated with 80 ml of water, acidified with concentrated HCl and extracted with 4×40 ml of CHCl3. The organic solution was washed with NaCl-saturated water and dried on MgSO4. By chromatography on silica gel, under N2 -pressure (eluent: CHCl3), 340 mg of the title compound were obtained. M....